From a dataset of the Open Reaction Database (ORD), a public repository of structured organic reaction records. describe an organic reaction: reactants, conditions, products, and yield Starting materials: CN(C)c1ccc([N+](=O)[O-])c(C(=O)NCC2CCN(C(c3ccccc3)c3ccccc3)CC2)c1, CO, CCOC(C)=O. Product: CN(C)c1ccc(N)c(C(=O)NCC2CCN(C(c3ccccc3)c3ccccc3)CC2)c1. Reaction SMILES: [CH3:1][N:2]([c:3]1[cH:4][cH:5][c:6]([N+:32]([O-:33])=[O:34])[c:7]([C:8](=[O:9])[NH:10][CH2:11][CH:12]2[CH2:13][CH2:14][N:15]([CH:18]([c:19]3[cH:20][cH:21][cH:22][cH:23][cH:24]3)[c:25]3[cH:26][cH:27][cH:28][cH:29][cH:30]3)[CH2:16][CH2:17]2)[cH:31]1)[CH3:35].[CH3:36][OH:37].[CH3:38][CH2:39][O:40][C:41]([CH3:42])=[O:43]>>[CH3:1][N:2]([c:3]1[cH:4][cH:5][c:6]([NH2:32])[c:7]([C:8](=[O:9])[NH:10][CH2:11][CH:12]2[CH2:13][CH2:14][N:15]([CH:18]([c:19]3[cH:20][cH:21][cH:22][cH:23][cH:24]3)[c:25]3[cH:26][cH:27][cH:28][cH:29][cH:30]3)[CH2:16][CH2:17]2)[cH:31]1)[CH3:35]. The reactants are CNC (dimethylamine), CN (methylamine), 3.85, C(C)OC(=O)C1=NN2C(CN=C(C3=C2C=CC(=C3)Cl)C3=C(C=CC=C3)F)=N1 (6-(o-fluorophenyl)-8-chloro-4H-s-triazolo[1,5-a][1,4]benzodiazepine-2-carboxylic acid ethyl ester). Solvent: CO (methanol). Product: CN(C(=O)C1=NN2C(CN=C(C3=C2C=CC(=C3)Cl)C3=C(C=CC=C3)F)=N1)C (N,N-dimethyl-6-(o-fluorophenyl)-8-chloro-4H-s-triazolo[1,5-a][1,4]benzodiazepine-2-carboxamide). As a reaction SMILES: [CH3:1][NH:2][CH3:3].CN.C([O:8][C:9]([C:11]1[N:32]=[C:14]2[CH2:15][N:16]=[C:17]([C:25]3[CH:30]=[CH:29][CH:28]=[CH:27][C:26]=3[F:31])[C:18]3[CH:23]=[C:22]([Cl:24])[CH:21]=[CH:20][C:19]=3[N:13]2[N:12]=1)=O)C>CO>[CH3:1][N:2]([CH3:3])[C:9]([C:11]1[N:32]=[C:14]2[CH2:15][N:16]=[C:17]([C:25]3[CH:30]=[CH:29][CH:28]=[CH:27][C:26]=3[F:31])[C:18]3[CH:23]=[C:22]([Cl:24])[CH:21]=[CH:20][C:19]=3[N:13]2[N:12]=1)=[O:8]. Procedure: Pure gaseous dimethylamine free, in particular, from methylamine, is fed for 2 hours at room temperature, with stirring, into a suspension of 3.85 (0.01 mole) of 6-(o-fluorophenyl)-8-chloro-4H-s-triazolo[1,5-a][1,4]benzodiazepine-2-carboxylic acid ethyl ester [cp. Example 2 (a)-(c)] in 200 ml of methanol. The clear reaction mixture is concentrated in vacuo to dryness. After recrystallisation from isopropanol, the residue yields pure N,N-dimethyl-6-(o-fluorophenyl)-8-chloro-4H-s-triazolo[1,5-a][1... The reactants are OC1=NC(=NC=C1C(=O)N[C@@H](C)C1=CC=C(C=C1)P(OCC)(OCC)=O)C1=NC=CC=C1 (diethyl (S)-4-(1-(4-hydroxy-2-(pyridin-2-yl)pyrimidine-5-carboxamido)ethyl)phenylphosphonate), C[Si](C)(C)Br (TMSBr). The solvent is C(Cl)Cl (DCM). Conditions: time 8 hour. Yields the product OC1=NC(=NC=C1C(=O)N[C@@H](C)C1=CC=C(C=C1)P(O)(O)=O)C1=NC=CC=C1 ((S)-4-(1-(4-hydroxy-2-(pyridin-2-yl)pyrimidine-5-carboxamido)ethyl)phenylphosphonic acid). RXN SMILES: [OH:1][C:2]1[C:7]([C:8]([NH:10][C@H:11]([C:13]2[CH:18]=[CH:17][C:16]([P:19](=[O:26])([O:23]CC)[O:20]CC)=[CH:15][CH:14]=2)[CH3:12])=[O:9])=[CH:6][N:5]=[C:4]([C:27]2[CH:32]=[CH:31][CH:30]=[CH:29][N:28]=2)[N:3]=1.C[Si](Br)(C)C>C(Cl)Cl>[OH:1][C:2]1[C:7]([C:8]([NH:10][C@H:11]([C:13]2[CH:14]=[CH:15][C:16]([P:19](=[O:20])([OH:26])[OH:23])=[CH:17][CH:18]=2)[CH3:12])=[O:9])=[CH:6][N:5]=[C:4]([C:27]2[CH:32]=[CH:31][CH:30]=[CH:29][N:28]=2)[N:3]=1. Procedure: To a solution of diethyl (S)-4-(1-(4-hydroxy-2-(pyridin-2-yl)pyrimidine-5-carboxamido)ethyl)phenylphosphonate, 3-6, (400 mg, 0.88 mmol) in DCM (10 ml) was added dropwisely TMSBr (2.0 g, 13.15 mmol) at 0° C. The reaction mixture was stirred at room temperature overnight. The reaction mixture was evaporated to dryness and the residue was treated with MeCN and water at room temperature. The resulting solid was collected via filtration to give the product, 3-7, (200 mg). 1H NMR (DMSO-d6, 300 MHz,): ...